This data is from the Open Reaction Database (ORD), a public repository of structured organic reaction records. The task is: describe an organic reaction: reactants, conditions, products, and yield Reactants: C(C)(C)C1=CC=C(C=C1)C1=NC(N(C2=CC=C(C=C12)OCC#C)CC=1C=C(C=CC1)NC(CN1CCN(CC1)CCOC)=O)=O (N-{3-[4-(4-isopropyl-phenyl)-2-oxo-6-propargyloxy-2H-quinazolin-1-ylmethyl]-phenyl}-2-[4-(2-methoxy-ethyl)-piperazin-1-yl]-acetamide), [Li+].CC(C)[N-]C(C)C (LDA), CN(C)P(=O)(N(C)C)N(C)C (HMPT), CI (methyl iodide). Reaction conditions: temperature -78 celsius. The product is C(C)(C)C1=CC=C(C=C1)C1=NC(N(C2=CC=C(C=C12)OCC#C)CC=1C=C(C=CC1)N(C(CN1CCN(CC1)CCOC)=O)C)=O (N-{3-[4-(4-Isopropyl-phenyl)-2-oxo-6-propargyloxy-2H-quinazolin-1-ylmethyl]-phenyl}-2-[4-(2-methoxy-ethyl)-piperazin-1-yl]-N-methyl-acetamide). Reaction SMILES: [CH:1]([C:4]1[CH:9]=[CH:8][C:7]([C:10]2[C:19]3[C:14](=[CH:15][CH:16]=[C:17]([O:20][CH2:21][C:22]#[CH:23])[CH:18]=3)[N:13]([CH2:24][C:25]3[CH:26]=[C:27]([NH:31][C:32](=[O:44])[CH2:33][N:34]4[CH2:39][CH2:38][N:37]([CH2:40][CH2:41][O:42][CH3:43])[CH2:36][CH2:35]4)[CH:28]=[CH:29][CH:30]=3)[C:12](=[O:45])[N:11]=2)=[CH:6][CH:5]=1)([CH3:3])[CH3:2].[Li+].[CH3:47]C([N-]C(C)C)C.CN(P(N(C)C)(N(C)C)=O)C.CI>>[CH:1]([C:4]1[CH:9]=[CH:8][C:7]([C:10]2[C:19]3[C:14](=[CH:15][CH:16]=[C:17]([O:20][CH2:21][C:22]#[CH:23])[CH:18]=3)[N:13]([CH2:24][C:25]3[CH:26]=[C:27]([N:31]([CH3:47])[C:32](=[O:44])[CH2:33][N:34]4[CH2:39][CH2:38][N:37]([CH2:40][CH2:41][O:42][CH3:43])[CH2:36][CH2:35]4)[CH:28]=[CH:29][CH:30]=3)[C:12](=[O:45])[N:11]=2)=[CH:6][CH:5]=1)([CH3:3])[CH3:2] |f:1.2|. Reported procedure: A solution of 1.20 g (2 mmol) of N-{3-[4-(4-isopropyl-phenyl)-2-oxo-6-propargyloxy-2H-quinazolin-1-ylmethyl]-phenyl}-2-[4-(2-methoxy-ethyl)-piperazin-1-yl]-acetamide is treated with 4.1 ml 0.5 M LDA-solution (in THF) and 0.35 ml (2.0 mmol) HMPT at −78° C. The cooling bath is removed and stirring continued for half an hour while the solution turns slowly red. The reaction mixture is cooled down again to −78° C., 284 μl methyl iodide (2 mmol; diluted with 5 ml THF) is added. After stirring overnig... The reactants are C(CC)C1OCC2=C1C=NC(=C2OCC2=CC=CC=C2)CCl (1,3-dihydro-3-propyl-6-chloromethyl-7-benzoxy-furo-(3,4-c)-pyridine), CN (methylamine). Solvent: C1=CC=CC=C1 (benzene). Yields the product C(CC)C1OCC2=C1C=NC(=C2O)CNC (1,3-dihydro-3-propyl-6-methylaminomethyl-7-hydroxy-furo-(3,4-c)-pyridine). Isolated yield 66.0%. As a reaction SMILES: [CH2:1]([CH:4]1[C:8]2[CH:9]=[N:10][C:11]([CH2:21]Cl)=[C:12]([O:13]CC3C=CC=CC=3)[C:7]=2[CH2:6][O:5]1)[CH2:2][CH3:3].[CH3:23][NH2:24]>C1C=CC=CC=1>[CH2:1]([CH:4]1[C:8]2[CH:9]=[N:10][C:11]([CH2:21][NH:24][CH3:23])=[C:12]([OH:13])[C:7]=2[CH2:6][O:5]1)[CH2:2][CH3:3]. Procedure details: The method of example 1 was repeated, but starting with 1,3-dihydro-3-propyl-6-chloromethyl-7-benzoxy-furo-(3,4-c)-pyridine and gaseous methylamine dissolved in benzene. Yield 66% of an oily product, elemental analysis of which showed good correspondence with the formula C12H18N2O2.HCl. Procedure: Similar procedure as described in example 10 was used, starting from (8-Chloro-2,3-dihydro-1,4-dioxa-7-aza-phenanthren-6-yl)-(5-methyl-1H-pyrazol-3-yl)-amine and 2-propanol to give (8-Isopropoxy-2,3-dihydro-1,4-dioxa-7-aza-phenanthren-6-yl)-(5-methyl-1H-pyrazol-3-yl)-amine. LC-MS m/e 341(MH+). The product is C(C)(C)OC=1N=C(C=C2C=3OCCOC3C=CC12)NC1=NNC(=C1)C ((8-Isopropoxy-2,3-dihydro-1,4-dioxa-7-aza-phenanthren-6-yl)-(5-methyl-1H-pyrazol-3-yl)-amine). Solvent: CC(C)O (2-propanol). Starting materials: ClC=1N=C(C=C2C=3OCCOC3C=CC12)NC1=NNC(=C1)C ((8-Chloro-2,3-dihydro-1,4-dioxa-7-aza-phenanthren-6-yl)-(5-methyl-1H-pyrazol-3-yl)-amine). Reaction SMILES: Cl[C:2]1[N:3]=[C:4]([NH:16][C:17]2[CH:21]=[C:20]([CH3:22])[NH:19][N:18]=2)[CH:5]=[C:6]2[C:15]=1[CH:14]=[CH:13][C:12]1[O:11][CH2:10][CH2:9][O:8][C:7]2=1>CC(O)C>[CH:7]([O:8][C:2]1[N:3]=[C:4]([NH:16][C:17]2[CH:21]=[C:20]([CH3:22])[NH:19][N:18]=2)[CH:5]=[C:6]2[C:15]=1[CH:14]=[CH:13][C:12]1[O:11][CH2:10][CH2:9][O:8][C:7]2=1)([CH3:12])[CH3:6]. Reactants: Cl.C(C1=CC=CC=C1)N[C@H](C(N)=O)[C@H]1N(C(SC1)=O)CC1=CC=CC=C1 ((4R)-4-[(1S)-1-(N-benzylamino)-1-carbamoylmethyl]-3-benzylthiazolidin-2-one hydrochloride), C(C)(=O)OCC (Ethyl acetate). The solvent is CN(C=O)C (N,N-dimethylformamide). Reaction conditions: temperature 100 celsius, time 3 hour. The product is C(C1=CC=CC=C1)N1C(N([C@H]2[C@@H]1CSC2=O)CC2=CC=CC=C2)=O ((3aS,6aR)-1,3-dibenzyl-hexahydro-4H-thieno[3,4-d]imidazol-2,4-dione). Isolated yield 73.2%. Reaction SMILES: Cl.[CH2:2]([NH:9][C@@H:10]([C@@H:14]1[CH2:18][S:17][C:16](=[O:19])[N:15]1[CH2:20][C:21]1[CH:26]=[CH:25][CH:24]=[CH:23][CH:22]=1)[C:11](=[O:13])N)[C:3]1[CH:8]=[CH:7][CH:6]=[CH:5][CH:4]=1.C(OCC)(=O)C>CN(C)C=O>[CH2:20]([N:15]1[C@H:14]2[CH2:18][S:17][C:11](=[O:13])[C@H:10]2[N:9]([CH2:2][C:3]2[CH:4]=[CH:5][CH:6]=[CH:7][CH:8]=2)[C:16]1=[O:19])[C:21]1[CH:26]=[CH:25][CH:24]=[CH:23][CH:22]=1 |f:0.1|. Procedure details: In 10 ml of N,N-dimethylformamide was dissolved 0.541 g of (4R)-4-[(1S)-1-(N-benzylamino)-1-carbamoylmethyl]-3-benzylthiazolidin-2-one hydrochloride, the solution was stirred under nitrogen atmosphere at 100° C. for 3 hours. Ethyl acetate was added to the reaction mixture, and the resulting mixture was washed with water, and saturated brine, dried and concentrated. The residue was crystallized from hexane to give 342 mg of (3aS,6aR)-1,3-dibenzyl-hexahydro-4H-thieno[3,4-d]imidazol-2,4-dione as co... The reactants are ClC1=CC=C(C=C1)S(=O)(=O)N(C1C(N(CCCC1(C)C)CC1=C(C=C(C=C1)OC)OC)=O)CC1=CC=C(C(=O)NC2CC2)C=C1 (4-({(4-Chloro-benzenesulfonyl)-[1-(2,4-dimethoxy-benzyl)-4,4-dimethyl-2-oxo-azepan-3-yl]-amino}-methyl)-N-cyclopropyl-benzamide). Run in FC(C(=O)O)(F)F.FC(S(=O)(=O)O)(F)F.ClCCl (trifluoroacetic acid trifluoromethanesulfonic acid dichloromethane). Run at time 15 minute. Yields the product ClC1=CC=C(C=C1)S(=O)(=O)N(C1C(NCCCC1(C)C)=O)CC1=CC=C(C(=O)NC2CC2)C=C1 (4-{[(4-chloro-benzenesulfonyl)-(4,4-dimethyl-2-oxo-azepan-3-yl)-amino]-methyl}-N-cyclopropyl-benzamide). Yield: 88.8%. RXN SMILES: [Cl:1][C:2]1[CH:7]=[CH:6][C:5]([S:8]([N:11]([CH2:33][C:34]2[CH:45]=[CH:44][C:37]([C:38]([NH:40][CH:41]3[CH2:43][CH2:42]3)=[O:39])=[CH:36][CH:35]=2)[CH:12]2[C:18]([CH3:20])([CH3:19])[CH2:17][CH2:16][CH2:15][N:14](CC3C=CC(OC)=CC=3OC)[C:13]2=[O:32])(=[O:10])=[O:9])=[CH:4][CH:3]=1>FC(F)(F)C(O)=O.FC(F)(F)S(O)(=O)=O.ClCCl>[Cl:1][C:2]1[CH:7]=[CH:6][C:5]([S:8]([N:11]([CH2:33][C:34]2[CH:35]=[CH:36][C:37]([C:38]([NH:40][CH:41]3[CH2:43][CH2:42]3)=[O:39])=[CH:44][CH:45]=2)[CH:12]2[C:18]([CH3:20])([CH3:19])[CH2:17][CH2:16][CH2:15][NH:14][C:13]2=[O:32])(=[O:9])=[O:10])=[CH:4][CH:3]=1 |f:1.2.3|. Reported procedure: 4-({(4-Chloro-benzenesulfonyl)-[1-(2,4-dimethoxy-benzyl)-4,4-dimethyl-2-oxo-azepan-3-yl]-amino}-methyl)-N-cyclopropyl-benzamide (95 mg) was dissolved in a mixture of trifluoroacetic acid/trifluoromethanesulfonic acid/dichloromethane=40:1:59 (2 ml) and stirred at room temperature for 15 minutes. After evaporation flash chromatography (heptane/ethyl acetate gradient) yielded 65 mg (90%) of 4-{[(4-chloro-benzenesulfonyl)-(4,4-dimethyl-2-oxo-azepan-3-yl)-amino]-methyl}-N-cyclopropyl-benzamide as a f... Starting materials: C(C)OC(=O)C1=C(N=C(S1)C)S (4-mercapto-2-methyl-thiazole-5-carboxylic acid ethyl ester), BrCCC(F)(F)C1=CC=C(C=C1)F (1-(3-bromo-1,1-difluoro-propyl)-4-fluoro-benzene), C([O-])([O-])=O.[K+].[K+] (potassium carbonate). The solvent is CC(=O)C (acetone). Reaction conditions: temperature 80 celsius. Yields the product C(C)OC(=O)C1=C(N=C(S1)C)SCCC(C1=CC=C(C=C1)F)(F)F (4-[[3,3-difluoro-3-(4-fluorophenyl)-propyl]sulfanyl]-2-methyl-thiazole-5-carboxylic acid ethyl ester). Yield: 56.0%. As a reaction SMILES: [CH2:1]([O:3][C:4]([C:6]1[S:10][C:9]([CH3:11])=[N:8][C:7]=1[SH:12])=[O:5])[CH3:2].Br[CH2:14][CH2:15][C:16]([C:19]1[CH:24]=[CH:23][C:22]([F:25])=[CH:21][CH:20]=1)([F:18])[F:17].C(=O)([O-])[O-].[K+].[K+]>CC(C)=O>[CH2:1]([O:3][C:4]([C:6]1[S:10][C:9]([CH3:11])=[N:8][C:7]=1[S:12][CH2:14][CH2:15][C:16]([F:18])([F:17])[C:19]1[CH:24]=[CH:23][C:22]([F:25])=[CH:21][CH:20]=1)=[O:5])[CH3:2] |f:2.3.4|. Procedure: To a solution of give 4-mercapto-2-methyl-thiazole-5-carboxylic acid ethyl ester (0.58 g, 2.83 mmol) in acetone (10 ml) are added 1-(3-bromo-1,1-difluoro-propyl)-4-fluoro-benzene (synthesized according to the methods described in sections a) to e) of example 1) (0.72 g, 2.83 mmol) and potassium carbonate (0.78 g, 5.66 mmol) an the mixture is heated at 80° C. for 16 h. Acetone is evaporated, diluted with water (40 ml) and extracted with EtOAc (3×30 ml). The crude product is purified by column chr...